Dataset: the Open Reaction Database (ORD), a public repository of structured organic reaction records. Task: describe an organic reaction: reactants, conditions, products, and yield The reactants are C(C)OC(=O)C=1N=C(C=2NC3=CC=CC(=C3C2C1OC)O)C (5-hydroxy-4-methoxy-methyl-β-carboline-3-carboxylic acid ethyl ester), C(C)(=O)O (acetic acid), C(=O)([O-])[O-].[K+].[K+] (K2CO3), ClC1=NC=CN=C1 (2-chloropyrazine). Run in CS(=O)C (dimethyl sulfoxide). Conditions: time 30 minute. The product is C(C)OC(=O)C=1N=CC=2NC3=CC=CC(=C3C2C1COC)OC1=NC=CN=C1 (4-Methoxymethyl-5-(2-pyrazinyloxy)- β-carboline-3-carboxylic Acid Ethyl Ester). As a reaction SMILES: [CH2:1]([O:3][C:4]([C:6]1[N:7]=[C:8](C)[C:9]2[NH:10][C:11]3[C:16]([C:17]=2[C:18]=1OC)=[C:15]([OH:21])[CH:14]=[CH:13][CH:12]=3)=[O:5])[CH3:2].[C:23]([O-:26])([O-])=O.[K+].[K+].Cl[C:30]1[CH:35]=[N:34][CH:33]=[CH:32][N:31]=1.[C:36](O)(=O)C>CS(C)=O>[CH2:1]([O:3][C:4]([C:6]1[N:7]=[CH:8][C:9]2[NH:10][C:11]3[C:16]([C:17]=2[C:18]=1[CH2:36][O:26][CH3:23])=[C:15]([O:21][C:30]1[CH:35]=[N:34][CH:33]=[CH:32][N:31]=1)[CH:14]=[CH:13][CH:12]=3)=[O:5])[CH3:2] |f:1.2.3|. Procedure details: A solution of 300 mg of 5-hydroxy-4-methoxy-methyl-β-carboline-3-carboxylic acid ethyl ester in 3 ml of dry dimethyl sulfoxide is combined with 155 mg of K2CO3 and stirred under nitrogen at room temperature for 30 minutes. After adding 0.2 ml of 2-chloropyrazine, the mixture is agitated for 6 hours at 95° C., then poured into 1N acetic acid and extracted with ethyl acetate. Purification over silica gel yields 242 mg (64%), mp 130°-131° C. (diethyl ether). The reactants are CCN(C(C)C)C(C)C, CCCN(CC1CC1)c1cc(C(=O)O)ncn1, COC(=O)Cl, ClCCl, Nc1cccc(-c2cc[nH]n2)c1. Yields the product CCCN(CC1CC1)c1cc(C(=O)Nc2cccc(-c3cc[nH]n3)c2)ncn1. Reaction SMILES: [CH:18]([N:19]([CH:20]([CH3:21])[CH3:22])[CH2:23][CH3:24])([CH3:25])[CH3:26].[CH:1]1([CH2:4][N:5]([c:6]2[cH:7][c:8]([C:12](=[O:13])[OH:14])[n:9][cH:10][n:11]2)[CH2:15][CH2:16][CH3:17])[CH2:2][CH2:3]1.[Cl:27][C:28]([O:29][CH3:30])=[O:31].[Cl:44][CH2:45][Cl:46].[nH:32]1[n:33][c:34](-[c:37]2[cH:38][c:39]([NH2:40])[cH:41][cH:42][cH:43]2)[cH:35][cH:36]1>>[CH:1]1([CH2:4][N:5]([c:6]2[cH:7][c:8]([C:12](=[O:14])[NH:40][c:39]3[cH:38][c:37](-[c:34]4[n:33][nH:32][cH:36][cH:35]4)[cH:43][cH:42][cH:41]3)[n:9][cH:10][n:11]2)[CH2:15][CH2:16][CH3:17])[CH2:2][CH2:3]1. The reactants are C(C1=CC=CC=C1)OC1=CC=C2[C@@H]([C@@H](COC2=C1)C1=CC=CC=C1)C1=CC=C(C=C1)O ((+,−) cis 4-(7-Benzyloxy-3-phenyl-chroman-4-yl)-phenol), C([O-])([O-])=O.[K+].[K+] (potassium carbonate), BrCC(=O)OC (methyl bromoacetate), C1COCCOCCOCCOCCOCCO1 (18-crown-6). Solvent: C1(=CC=CC=C1)C (toluene). Reaction conditions: temperature 100 celsius, time 75 minute. Yields the product COC(COC1=CC=C(C=C1)[C@@H]1[C@@H](COC2=CC(=CC=C12)OCC1=CC=CC=C1)C1=CC=CC=C1)=O ((+−) cis [4-(7-Benzyloxy-3-phenyl-chroman-4-yl)-phenoxy]-acetic acid methyl ester). Reaction SMILES: [CH2:1]([O:8][C:9]1[CH:18]=[C:17]2[C:12]([C@H:13]([C:25]3[CH:30]=[CH:29][C:28]([OH:31])=[CH:27][CH:26]=3)[C@H:14]([C:19]3[CH:24]=[CH:23][CH:22]=[CH:21][CH:20]=3)[CH2:15][O:16]2)=[CH:11][CH:10]=1)[C:2]1[CH:7]=[CH:6][CH:5]=[CH:4][CH:3]=1.Br[CH2:33][C:34]([O:36][CH3:37])=[O:35].C1OCCOCCOCCOCCOCCOC1.C(=O)([O-])[O-].[K+].[K+]>C1(C)C=CC=CC=1>[CH3:37][O:36][C:34](=[O:35])[CH2:33][O:31][C:28]1[CH:27]=[CH:26][C:25]([C@H:13]2[C:12]3[C:17](=[CH:18][C:9]([O:8][CH2:1][C:2]4[CH:3]=[CH:4][CH:5]=[CH:6][CH:7]=4)=[CH:10][CH:11]=3)[O:16][CH2:15][C@H:14]2[C:19]2[CH:24]=[CH:23][CH:22]=[CH:21][CH:20]=2)=[CH:30][CH:29]=1 |f:3.4.5|. Reported procedure: (+,−) cis 4-(7-Benzyloxy-3-phenyl-chroman-4-yl)-phenol (0.5 g, 1.22 mmol), methyl bromoacetate (0.37 g, 2.44 mmol), 18-crown-6 (0.48 g, 1.83 mmol), and potassium carbonate 0.25 g, 1.83 mmol) was slurried in toluene (25 ml), and stirred at 100° C. for 75 min. After cooling the reaction mixture was filtered through a 1.6×6 cm silica column, eluted with 10% tetrahydrofuran in toluene and evaporated. Reactants: CC(C)(C)OC(=O)N1C(c2ccccc2)C(C(=O)O)OC1(C)C, CCOC(=O)C1OC(CC)(CC)N(C(=O)OC(C)(C)C)C1c1ccccc1. Yields the product CCC1(CC)OC(C(=O)O)C(c2ccccc2)N1C(=O)OC(C)(C)C. As a reaction SMILES: [C:1]([O:2][C:3]([N:4]1[CH:5]([c:6]2[cH:7][cH:8][cH:9][cH:10][cH:11]2)[CH:12]([C:13]([OH:14])=[O:15])[O:16][C:17]1([CH3:18])[CH3:19])=[O:20])([CH3:21])([CH3:22])[CH3:23].[C:24]([CH3:25])([CH3:26])([CH3:27])[O:28][C:29](=[O:30])[N:31]1[C:32]([CH2:47][CH3:48])([CH2:49][CH3:50])[O:33][CH:34]([C:42](=[O:43])[O:44][CH2:45][CH3:46])[CH:35]1[c:36]1[cH:37][cH:38][cH:39][cH:40][cH:41]1>>[C:24]([CH3:25])([CH3:26])([CH3:27])[O:28][C:29](=[O:30])[N:31]1[C:32]([CH2:47][CH3:48])([CH2:49][CH3:50])[O:33][CH:34]([C:42](=[O:43])[OH:44])[CH:35]1[c:36]1[cH:37][cH:38][cH:39][cH:40][cH:41]1. Starting materials: Cl (hydrogen chloride), NC1=NC=2C=CC(=CC2C2=C1N=C(N2CCC)COCC)OCCNC(OC(C)(C)C)=O (tert-butyl 2-[(4-amino-2-ethoxymethyl-1-propyl-1H-imidazo[4,5-c]quinolin-8-yl)oxy]ethylcarbamate). Solvent: C(C)O (ethanol). The product is NCCOC1=CC=2C3=C(C(=NC2C=C1)N)N=C(N3CCC)COCC (8-(2-aminoethoxy)-2-ethoxymethyl-1-propyl-1H-imidazo[4,5-c]quinolin-4-amine). Yield: 85.4%. Reaction SMILES: Cl.[NH2:2][C:3]1[C:12]2[N:13]=[C:14]([CH2:19][O:20][CH2:21][CH3:22])[N:15]([CH2:16][CH2:17][CH3:18])[C:11]=2[C:10]2[CH:9]=[C:8]([O:23][CH2:24][CH2:25][NH:26]C(=O)OC(C)(C)C)[CH:7]=[CH:6][C:5]=2[N:4]=1>C(O)C>[NH2:26][CH2:25][CH2:24][O:23][C:8]1[CH:7]=[CH:6][C:5]2[N:4]=[C:3]([NH2:2])[C:12]3[N:13]=[C:14]([CH2:19][O:20][CH2:21][CH3:22])[N:15]([CH2:16][CH2:17][CH3:18])[C:11]=3[C:10]=2[CH:9]=1. Procedure: A solution of hydrogen chloride (55 mL of 1.2 M) in ethanol was added to tert-butyl 2-[(4-amino-2-ethoxymethyl-1-propyl-1H-imidazo[4,5-c]quinolin-8-yl)oxy]ethylcarbamate (3.98 g, 8.97 mmol), and the reaction was heated at reflux for one hour. The reaction mixture was allowed to cool to ambient temperature, and the solvent was removed under reduced pressure. The resulting yellow solid was dissolved in a small volume of water, and 10% aqueous sodium hydroxide was added to adjust to pH 13. The mixt... The reactants are C1CCOC1, COCCN, CCN(C(C)C)C(C)C, Cc1ccc(F)cc1C1NC(=O)CC(c2cc(Cl)ccc2OC(C)(C)CO)C12C(=O)Nc1cc(Cl)ccc12, On1nnc2ccccc21. The product is COCCNC(=O)C(C)(C)Oc1ccc(Cl)cc1C1CC(=O)NC(c2cc(F)ccc2C)C12C(=O)Nc1cc(Cl)ccc12. As a reaction SMILES: [CH2:63]1[O:64][CH2:65][CH2:66][CH2:67]1.[CH3:58][O:59][CH2:60][CH2:61][NH2:62].[CH:49]([N:50]([CH2:51][CH3:52])[CH:53]([CH3:54])[CH3:55])([CH3:56])[CH3:57].[Cl:1][c:2]1[cH:3][cH:4][c:5]2[c:9]([cH:10]1)[NH:8][C:7](=[O:11])[C:6]21[CH:12]([c:31]2[c:32]([CH3:38])[cH:33][cH:34][c:35]([F:37])[cH:36]2)[NH:13][C:14](=[O:30])[CH2:15][CH:16]1[c:17]1[c:18]([O:24][C:25]([CH2:26][OH:27])([CH3:28])[CH3:29])[cH:19][cH:20][c:21]([Cl:23])[cH:22]1.[OH:39][n:40]1[c:41]2[c:42]([cH:43][cH:44][cH:45][cH:46]2)[n:47][n:48]1>>[Cl:1][c:2]1[cH:3][cH:4][c:5]2[c:9]([cH:10]1)[NH:8][C:7](=[O:11])[C:6]21[CH:12]([c:31]2[c:32]([CH3:38])[cH:33][cH:34][c:35]([F:37])[cH:36]2)[NH:13][C:14](=[O:30])[CH2:15][CH:16]1[c:17]1[c:18]([O:24][C:25]([C:26](=[O:27])[NH:62][CH2:61][CH2:60][O:59][CH3:58])([CH3:28])[CH3:29])[cH:19][cH:20][c:21]([Cl:23])[cH:22]1.